Dataset: the Open Reaction Database (ORD), a public repository of structured organic reaction records. Task: describe an organic reaction: reactants, conditions, products, and yield The reactants are OC1C(C(N(CC1)C(C1=CC=CC=C1)(C)C)=O)C1=CC=CC=C1 (4-hydroxy-1-(α,α-dimethylbenzyl)-3-phenyl-2-piperidone), C(C)(=O)OC(C)=O (acetic anhydride), ice water. Solvent: N1=CC=CC=C1 (pyridine). Conditions: time 1 day. Yields the product C(C)(=O)OC1C(C(N(CC1)C(C1=CC=CC=C1)(C)C)=O)C1=CC=CC=C1 (4-acetoxy-1-(α,α-dimethylbenzyl)-3-phenyl-2-piperidone). As a reaction SMILES: [OH:1][CH:2]1[CH2:7][CH2:6][N:5]([C:8]([CH3:16])([CH3:15])[C:9]2[CH:14]=[CH:13][CH:12]=[CH:11][CH:10]=2)[C:4](=[O:17])[CH:3]1[C:18]1[CH:23]=[CH:22][CH:21]=[CH:20][CH:19]=1.[C:24](OC(=O)C)(=[O:26])[CH3:25]>N1C=CC=CC=1>[C:24]([O:1][CH:2]1[CH2:7][CH2:6][N:5]([C:8]([CH3:16])([CH3:15])[C:9]2[CH:14]=[CH:13][CH:12]=[CH:11][CH:10]=2)[C:4](=[O:17])[CH:3]1[C:18]1[CH:19]=[CH:20][CH:21]=[CH:22][CH:23]=1)(=[O:26])[CH3:25]. Procedure: 3.6 g (0.0117 mol) of 4-hydroxy-1-(α,α-dimethylbenzyl)-3-phenyl-2-piperidone prepared by the method of Reference Example 19 and 10 ml of acetic anhydride were dissolved in 20 ml of pyridine, and the mixture was stirred at room temperature for one day and night. After completion of the reaction, the reaction solution was poured into ice water, extracted with ethyl acetate, washed with water and then dried over anhydrous magnesium sulfate. The solvent was distilled off under reduced pressure to ob... Starting materials: C1(CCCCC1)CC(C(=O)OCC)C(=O)OCC (diethyl 2-cyclohexylmethylmalonate), [OH-].[Li+] (lithium hydroxide). Run in O (water), C(C)O (ethanol). Conditions: time 12 hour. The product is C1(CCCCC1)CC(C(=O)O)C(=O)OCC (3-cyclohexyl-2-ethoxycarbonylpropionic acid). Isolated yield 74.0%. As a reaction SMILES: [CH:1]1([CH2:7][CH:8]([C:14]([O:16]CC)=[O:15])[C:9]([O:11][CH2:12][CH3:13])=[O:10])[CH2:6][CH2:5][CH2:4][CH2:3][CH2:2]1.[OH-].[Li+]>C(O)C.O>[CH:1]1([CH2:7][CH:8]([C:9]([O:11][CH2:12][CH3:13])=[O:10])[C:14]([OH:16])=[O:15])[CH2:2][CH2:3][CH2:4][CH2:5][CH2:6]1 |f:1.2|. Reported procedure: A solution comprised of diethyl 2-cyclohexylmethylmalonate (12.817 g, 50 mmol) in ethanol (100 mL) was treated with a solution of comprised of lithium hydroxide (1.198 g, 50 mmol) in water (50 mL) and the mixture was stirred for approximately 12 hours at ambient temperature. Solvent was removed by evaporation and the residue was diluted with water (50 mL). The dilution was extracted with diethyl ether (2×). The aqueous layer was cooled to 0° C., acidified to pH 1.5 with 1N hydrochloric acid (50 ...